Dataset: the Open Reaction Database (ORD), a public repository of structured organic reaction records. Task: describe an organic reaction: reactants, conditions, products, and yield Reactants: Cl, CCc1cnn(C2CC(n3cnc4c(NCC(c5ccccc5)c5ccccc5)nc(N5CCC(N)C5)nc43)C(O)C2O)n1, CCc1nnn(C2CC(n3cnc4c(NCC(c5ccccc5)c5ccccc5)nc(N5CCC(NC(=O)NCc6ccccn6)C5)nc43)C(O)C2O)n1. As a reaction SMILES: [ClH:45].[NH2:1][CH:2]1[CH2:3][N:4]([c:7]2[n:8][c:9]([NH:30][CH2:31][CH:32]([c:33]3[cH:34][cH:35][cH:36][cH:37][cH:38]3)[c:39]3[cH:40][cH:41][cH:42][cH:43][cH:44]3)[c:10]3[n:11][cH:12][n:13]([CH:16]4[CH:17]([OH:29])[CH:18]([OH:28])[CH:19]([n:21]5[n:22][cH:23][c:24]([CH2:26][CH3:27])[n:25]5)[CH2:20]4)[c:14]3[n:15]2)[CH2:5][CH2:6]1.[c:46]1([CH:47]([c:48]2[cH:49][cH:50][cH:51][cH:52][cH:53]2)[CH2:54][NH:55][c:56]2[n:57][c:58]([N:59]3[CH2:60][CH2:61][CH:62]([NH:63][C:70](=[O:71])[NH:72][CH2:73][c:74]4[n:75][cH:76][cH:77][cH:78][cH:79]4)[CH2:64]3)[n:65][c:66]3[c:67]2[n:68][cH:69][n:80]3[CH:81]2[CH2:82][CH:83]([n:84]3[n:85][n:86][c:87]([CH2:88][CH3:89])[n:90]3)[CH:91]([OH:92])[CH:93]2[OH:94])[cH:95][cH:96][cH:97][cH:98][cH:99]1>>[ClH:45].[NH:1]([CH:2]1[CH2:3][N:4]([c:7]2[n:8][c:9]([NH:30][CH2:31][CH:32]([c:33]3[cH:34][cH:35][cH:36][cH:37][cH:38]3)[c:39]3[cH:40][cH:41][cH:42][cH:43][cH:44]3)[c:10]3[n:11][cH:12][n:13]([CH:16]4[CH:17]([OH:29])[CH:18]([OH:28])[CH:19]([n:21]5[n:22][cH:23][c:24]([CH2:26][CH3:27])[n:25]5)[CH2:20]4)[c:14]3[n:15]2)[CH2:5][CH2:6]1)[C:70](=[O:71])[NH:72][CH2:73][c:74]1[n:75][cH:76][cH:77][cH:78][cH:79]1. The product is Cl, CCc1cnn(C2CC(n3cnc4c(NCC(c5ccccc5)c5ccccc5)nc(N5CCC(NC(=O)NCc6ccccn6)C5)nc43)C(O)C2O)n1. The yield is 139.4%. The reactants are COC(C1=C(C=C(C=C1Cl)N)Cl)=O (2,6-dichloro-4-aminobenzoic acid methyl ester), [Br-].[Br-].[Br-].C(CCC)[N+](CCCC)(CCCC)CCCC.C(CCC)[N+](CCCC)(CCCC)CCCC.C(CCC)[N+](CCCC)(CCCC)CCCC (tetrabutylammonium tribromide). Product: COC(C1=C(C(=C(C=C1Cl)N)Br)Cl)=O (2,6-dichloro-3-bromo-4-aminobenzoic acid methyl ester). Reaction SMILES: [CH3:1][O:2][C:3](=[O:13])[C:4]1[C:9]([Cl:10])=[CH:8][C:7]([NH2:11])=[CH:6][C:5]=1[Cl:12].[Br-:14].[Br-].[Br-].C([N+](CCCC)(CCCC)CCCC)CCC.C([N+](CCCC)(CCCC)CCCC)CCC.C([N+](CCCC)(CCCC)CCCC)CCC>C(Cl)Cl>[CH3:1][O:2][C:3](=[O:13])[C:4]1[C:5]([Cl:12])=[CH:6][C:7]([NH2:11])=[C:8]([Br:14])[C:9]=1[Cl:10] |f:1.2.3.4.5.6|. The solvent is C(Cl)Cl (CH2Cl2), C(Cl)Cl (CH2Cl2). Reported procedure: To a solution of 2,6-dichloro-4-aminobenzoic acid methyl ester (2.80 g) in CH2Cl2 (20 mL) at −10° C. was added a solution of tetrabutylammonium tribromide (6.94 g) in CH2Cl2 (30 mL) dropwise at −10° C. After 2 h, the mixture was warmed to room temperature, washed with satd. NaHCO3 and brine, dried (Na2SO4), filtered, and concentrated. The residue was purified by column chromatography (silica gel; eluent: EtOAc/hexane 1:4) to yield 2,6-dichloro-3-bromo-4-aminobenzoic acid methyl ester (2.99 g) ES... Run at time 2 hour. Reactants: OC1=CC(OC2=CC=CC=C12)=O (4-hydroxycoumarin), S(=O)(=O)(C1=CC=C(C=C1)O)C1=CC=C(C=C1)O (4,4'-sulfonyldiphenol), S(C=1C(=CC(=C(C1)C(C)(C)C)O)C)C=1C(=CC(=C(C1)C(C)(C)C)O)C (4,4'-thiobis(6-tertiarybutyl-m-cresol)), OC1=CC=C2C(=CC(OC2=C1)=O)C (7-hydroxy-4-methylcoumarin), C(C1=C(C=CC(=C1)CCCCCCCC)O)C1=C(C=CC(=C1)CCCCCCCC)O (2,2'-methylene-bis(4-octylphenol)), COC(C1=CC=C(C=C1)O)=O (methyl-p-hydroxybenzoate). Product: C(C1=C(C(=CC(=C1)CC)C(C)(C)C)O)C1=C(C(=CC(=C1)CC)C(C)(C)C)O (2,2'-methylene-bis(4-ethyl-6-tertiarybutyl phenol)). As a reaction SMILES: O[C:2]1[C:11]2[C:6](=[CH:7][CH:8]=[CH:9][CH:10]=2)[O:5][C:4](=[O:12])[CH:3]=1.OC1C=[C:22]2[C:17]([C:18](C)=CC(=O)O2)=[CH:16]C=1.[CH2:26](C1C=C(CCCCCCCC)C=CC=1O)[C:27]1C=C(CCCCCCCC)C=CC=1O.S(C1C=CC(O)=CC=1)([C:60]1C=CC(O)=CC=1)(=O)=O.S(C1[C:88]([CH3:98])=[CH:89][C:90](O)=[C:91]([C:93]([CH3:96])([CH3:95])[CH3:94])C=1)C1C(C)=CC(O)=C(C(C)(C)C)C=1.COC(=O)C1C=CC(O)=CC=1>>[CH2:2]([C:11]1[CH:10]=[C:9]([CH2:26][CH3:27])[CH:8]=[C:7]([C:17]([CH3:22])([CH3:18])[CH3:16])[C:6]=1[OH:5])[C:3]1[CH:60]=[C:89]([CH2:88][CH3:98])[CH:90]=[C:91]([C:93]([CH3:94])([CH3:95])[CH3:96])[C:4]=1[OH:12]. Reported procedure: 4-hydroxycoumarin; 7-hydroxy-4-methylcoumarin; 2,2'-methylene-bis(4-octylphenol); 4,4'-sulfonyldiphenol; 4,4'-thiobis(6-tertiarybutyl-m-cresol); methyl-p-hydroxybenzoate; Reactants: O=C([O-])[O-], Cc1ccc(-c2ccc3c(c2)C=C(C(=O)Nc2ccc(CCl)cc2)CC3)cc1, Cl, [K+], [K+], CN(C)C=O, O, O=C(c1ccco1)N1CCNCC1. Product: Cc1ccc(-c2ccc3c(c2)C=C(C(=O)Nc2ccc(CN4CCN(C(=O)c5ccco5)CC4)cc2)CC3)cc1. RXN SMILES: [C:43](=[O:44])([O-:45])[O-:46].[Cl:1][CH2:2][c:3]1[cH:4][cH:5][c:6]([NH:9][C:10](=[O:11])[C:12]2=[CH:13][c:14]3[cH:15][c:16](-[c:22]4[cH:23][cH:24][c:25]([CH3:28])[cH:26][cH:27]4)[cH:17][cH:18][c:19]3[CH2:20][CH2:21]2)[cH:7][cH:8]1.[ClH:29].[K+:47].[K+:48].[O:50]=[CH:51][N:52]([CH3:53])[CH3:54].[OH2:49].[o:30]1[c:31]([C:35](=[O:36])[N:37]2[CH2:38][CH2:39][NH:40][CH2:41][CH2:42]2)[cH:32][cH:33][cH:34]1>>[CH2:2]([c:3]1[cH:4][cH:5][c:6]([NH:9][C:10](=[O:11])[C:12]2=[CH:13][c:14]3[cH:15][c:16](-[c:22]4[cH:23][cH:24][c:25]([CH3:28])[cH:26][cH:27]4)[cH:17][cH:18][c:19]3[CH2:20][CH2:21]2)[cH:7][cH:8]1)[N:40]1[CH2:39][CH2:38][N:37]([C:35]([c:31]2[o:30][cH:34][cH:33][cH:32]2)=[O:36])[CH2:42][CH2:41]1. Starting materials: FC(C1=CC=C(N)C=C1)(F)F (4-(trifluoromethyl)aniline), S(=O)(=O)=O (Sulfur trioxide), CS(=O)C (dimethyl sulfoxide). Solvent: ClCCl (dichloromethane), ClCCl (dichloromethane), ClCCl (dichloromethane). Product: CS(=NC1=CC=C(C=C1)C(F)(F)F)C (S,S-dimethyl-N-[4-(trifluoromethyl)phenyl]sulfilimine). Isolated yield 95.9%. As a reaction SMILES: S(=O)(=O)=O.[CH3:5][S:6]([CH3:8])=O.[F:9][C:10]([F:19])([F:18])[C:11]1[CH:17]=[CH:16][C:14]([NH2:15])=[CH:13][CH:12]=1>ClCCl>[CH3:5][S:6]([CH3:8])=[N:15][C:14]1[CH:16]=[CH:17][C:11]([C:10]([F:9])([F:18])[F:19])=[CH:12][CH:13]=1. Reported procedure: Sulfur trioxide (4.84 g, 60.5 mmol) in dichloromethane (10 mL) was added to dimethyl sulfoxide (4.84 g, 62.0 mmol) in dichloromethane (10 mL) at −5 to 0° C. When the addition was complete 4-(trifluoromethyl)aniline (5.00 g, 31.0 mmol) was added dropwise. The mixture was allowed to warm to ambient temperature. After about 1 h the mixture was diluted with dichloromethane (80 mL) and washed with sodium hydroxide (1 N, 100 mL), dried and evaporated to give the title product as a solid (6.58 g, 96% y... Starting materials: IC1=CC(=C(N)C=C1)C (4-iodo-2-methylaniline), N(=O)[O-].[Na+] (NaNO2). Solvent: C(C)(=O)O (acetic acid), O (water). Run at time 6 hour. Yields the product IC=1C=C2C=NNC2=CC1 (5-Iodo-1H-indazole). Isolated yield 99.3%. RXN SMILES: [I:1][C:2]1[CH:8]=[CH:7][C:5]([NH2:6])=[C:4]([CH3:9])[CH:3]=1.[N:10]([O-])=O.[Na+]>C(O)(=O)C.O>[I:1][C:2]1[CH:3]=[C:4]2[C:5](=[CH:7][CH:8]=1)[NH:6][N:10]=[CH:9]2 |f:1.2|. Reported procedure: A solution of 4-iodo-2-methylaniline (10.0 g, 42.9 mmol) in glacial acetic acid (400 mL) was treated with a solution of NaNO2 (2.96 g, 42.9 mmol) in water (10 mL). After stirring for 6 hours, the mixture was concentrated to dryness and dissolved in ethyl acetate (EtOAc). Filtration through a pad of silica gel (EtOAc) provided the title compound (10.4 g, 99%) as a deep purple solid: ESI MS m/z 245 [M+H]+. The reactants are solution, Cl (HCl), CCO (EtOH), C1CCOC1 (THF), BrC1=NC(=CC=C1)C (2-bromo-6-methyl-pyridine), BrC=1C(=C(SC1)C1=C(N=C2N1N=C(C=C2C(CC)CC)C)C)Cl (3-(4-bromo-3-chloro-thiophen-2-yl)-8-(1-ethyl-propyl)-2,6-dimethyl-imidazo[1,2-b]pyridazine). The reagents and catalysts are [Zn] (Zn), C1=CC=C(C=C1)P([C-]2C=CC=C2)C3=CC=CC=C3.C1=CC=C(C=C1)P([C-]2C=CC=C2)C3=CC=CC=C3.Cl[Pd]Cl.[Fe+2] (PdCl2(dppf)). Run in C(C)(=O)OCC (ethyl acetate). Run at temperature 65 celsius, time 5 minute. The product is Cl.ClC1=C(SC=C1C1=NC(=CC=C1)C)C1=C(N=C2N1N=C(C=C2C(CC)CC)C)C (3-[3-chloro-4-(6-methyl-pyridin-2-yl)-thiophen-2-yl]-8-(1-ethyl-propyl)-2,6-dimethyl-imidazo[1,2-b]pyridazine, hydrochloride salt). The yield is 19.7%. RXN SMILES: C1COCC1.Br[C:7]1[C:8]([Cl:28])=[C:9]([C:12]2[N:16]3[N:17]=[C:18]([CH3:26])[CH:19]=[C:20]([CH:21]([CH2:24][CH3:25])[CH2:22][CH3:23])[C:15]3=[N:14][C:13]=2[CH3:27])[S:10][CH:11]=1.Br[C:30]1[CH:35]=[CH:34][CH:33]=[C:32]([CH3:36])[N:31]=1.Cl.CCO>C(OCC)(=O)C.[Zn].C1C=CC(P(C2C=CC=CC=2)[C-]2C=CC=C2)=CC=1.C1C=CC(P(C2C=CC=CC=2)[C-]2C=CC=C2)=CC=1.Cl[Pd]Cl.[Fe+2]>[ClH:28].[Cl:28][C:8]1[C:7]([C:30]2[CH:35]=[CH:34][CH:33]=[C:32]([CH3:36])[N:31]=2)=[CH:11][S:10][C:9]=1[C:12]1[N:16]2[N:17]=[C:18]([CH3:26])[CH:19]=[C:20]([CH:21]([CH2:24][CH3:25])[CH2:22][CH3:23])[C:15]2=[N:14][C:13]=1[CH3:27] |f:7.8.9.10,11.12|. Procedure details: Reike® Zn (0.5 g/mL solution in THF (1.9 mL, 1.45 mmol) is added to a flask containing 3-(4-bromo-3-chloro-thiophen-2-yl)-8-(1-ethyl-propyl)-2,6-dimethyl-imidazo[1,2-b]pyridazine (0.30 g, 0.73 mmol). The slurry is heated at 65° C. for 1 hour, placed in a centrifuge for 5 minutes, and the resulting solution is transferred to a flask containing 2-bromo-6-methyl-pyridine (0.12 g, 0.73 mmol) and PdCl2(dppf) (0.018 g, 0.024 mmol). The reaction is heated at 65° C. overnight, diluted with ethyl acetate... Starting materials: [BH4-].[Na+] (sodium borohydride), CC1=NN=C(S1)SCC=1CS[C@H]2N(C1C(=O)O)C(C2NC(C(=O)C=2N=C(SC2)NC(=O)OC(C)(C)CC)=O)=O (3-(5-methyl-1,3,4-thiadiazol-2-yl)thiomethyl-7-[2-(2-tert-pentyloxycarbonylamino-1,3-thiazol-4-yl)glyoxylamido]-3-cephem-4-carboxylic acid), CC1=NN=C(S1)SCC=1CS[C@H]2N(C1C(=O)O)C(C2NC(C(=O)C=2NC(SC2)=NC(=O)OC(C)(C)CC)=O)=O (3-(5-methyl-1,3,4-thiadiazol-2-yl)thiomethyl-7-[2-(2-tert-pentyloxycarbonylimino-2,3-dihydro-1,3-thiazol-4-yl)glyoxylamido]-3-cephem-4-carboxylic acid), [OH-].[Na+] (sodium hydroxide). The solvent is O (water), CO (methanol). Reaction conditions: time 10 minute. The product is CC1=NN=C(S1)SCC=1CS[C@H]2N(C1C(=O)O)C(C2NC(C(C=2N=C(SC2)NC(=O)OC(C)(C)CC)O)=O)=O (3-(5-methyl-1,3,4-thiadiazol-2-yl)thiomethyl-7-[2-hydroxy-2-(2-tert-pentyloxycarbonylamino-1,3-thiazol-4-yl)acetamido]-3-cephem-4-carboxylic acid). RXN SMILES: [CH3:1][C:2]1[S:6][C:5]([S:7][CH2:8][C:9]2[CH2:10][S:11][C@@H:12]3[CH:19]([NH:20][C:21](=[O:38])[C:22]([C:24]4[N:25]=[C:26]([NH:29][C:30]([O:32][C:33]([CH2:36][CH3:37])([CH3:35])[CH3:34])=[O:31])[S:27][CH:28]=4)=[O:23])[C:18](=[O:39])[N:13]3[C:14]=2[C:15]([OH:17])=[O:16])=[N:4][N:3]=1.[OH-].[Na+].[BH4-].[Na+]>CO.O>[CH3:1][C:2]1[S:6][C:5]([S:7][CH2:8][C:9]2[CH2:10][S:11][C@@H:12]3[CH:19]([NH:20][C:21](=[O:38])[CH:22]([OH:23])[C:24]4[N:25]=[C:26]([NH:29][C:30]([O:32][C:33]([CH2:36][CH3:37])([CH3:34])[CH3:35])=[O:31])[S:27][CH:28]=4)[C:18](=[O:39])[N:13]3[C:14]=2[C:15]([OH:17])=[O:16])=[N:4][N:3]=1 |f:1.2,3.4|. Procedure: To a solution of 3-(5-methyl-1,3,4-thiadiazol-2-yl)thiomethyl-7-[2-(2-tert-pentyloxycarbonylamino-1,3-thiazol-4-yl)glyoxylamido]-3-cephem-4-carboxylic acid, which can be represented as 3-(5-methyl-1,3,4-thiadiazol-2-yl)thiomethyl-7-[2-(2-tert-pentyloxycarbonylimino-2,3-dihydro-1,3-thiazol-4-yl)glyoxylamido]-3-cephem-4-carboxylic acid, (3.36 g.) in methanol (35 ml.) was added 1 N sodium hydroxide aqueous solution (5.5 ml.) under ice-cooling, and to the mixture was dropwise added an aqueous soluti... The reactants are NC=1N=C(SC1C(=O)OC)N1CCOCC1 (methyl 4-amino-2-(4-morpholinyl)-1,3-thiazole-5-carboxylate), C(=O)N (formamide). Reaction conditions: temperature 150 celsius. Yields the product N1(CCOCC1)C=1SC2=C(NC=NC2=O)N1 (2-(4-Morpholinyl)[1,3]thiazolo[4,5-d]pyrimidin-7(4H)-one). Isolated yield 93.2%. Reaction SMILES: [NH2:1][C:2]1[N:3]=[C:4]([N:11]2[CH2:16][CH2:15][O:14][CH2:13][CH2:12]2)[S:5][C:6]=1[C:7]([O:9]C)=O.[CH:17]([NH2:19])=O>>[N:11]1([C:4]2[S:5][C:6]3[C:7](=[O:9])[N:19]=[CH:17][NH:1][C:2]=3[N:3]=2)[CH2:16][CH2:15][O:14][CH2:13][CH2:12]1. Procedure details: A sealed tube was charged with methyl 4-amino-2-(4-morpholinyl)-1,3-thiazole-5-carboxylate (4 g, 16.44 mmol) and formamide (40 mL, 1004 mmol). The reaction was heated at 150° C. overnight. The reaction mixture was cooled, filtered, and the solid was washed with DCM and MeOH. The solid was collected and dried under vacuum to give 3.65 g (93%) of product. LCMS (ES) m/z=239.0 (M+H)+, 1H NMR (400 MHz, DMSO-d6) δppm 12.4 (br s, 1H, NH), 8.10 (s, 1H) 3.72 (m, 4H). 3.58 (m, 4H).